From a dataset of the Open Reaction Database (ORD), a public repository of structured organic reaction records. describe an organic reaction: reactants, conditions, products, and yield As a reaction SMILES: NCc1ccc2c(c1)OCO2.O=C(O)c1ccco1.CCN=C=NCCCN(C)C.Cl.C1=CC=C2C(=C1)C(=O)N(C2=O)O.CN1CCOCC1.CN(C)C=O>>O=C(NCc1ccc2c(c1)OCO2)c1ccco1. Reagents/catalysts: CCN=C=NCCCN(C)C.Cl (EDC-HCl), CN1CCOCC1 (NMM), C1=CC=C2C(=C1)C(=O)N(C2=O)O (N-Hydroxyphthalimide). Solvent: CN(C)C=O (DMF), CN(C)C=O (DMF), CN(C)C=O (DMF), CN(C)C=O (DMF), CN(C)C=O (DMF), CN(C)C=O (DMF). Run at temperature 25 celsius, time 2 hour. Yield: 75.9%. Yields the product O=C(NCc1ccc2c(c1)OCO2)c1ccco1. Reactants: O=C(O)c1ccco1, NCc1ccc2c(c1)OCO2. Reactants: C(C)C1=NC2=C(N1CC1=CC=C(C=C1)C=1C(=CC=CC1)C(=O)OC)C=C(C=C2)C=2CCC(NN2)=O (methyl 4'-[[2-ethyl-6-(4,5-dihydro-2H-pyridazin-3-on-6-yl)-benzimidazol-1-yl]methyl]biphenyl-2-carboxylate), [OH-].[Na+] (sodium hydroxide). Solvent: C(C)O (ethanol). Yields the product C(C)C1=NC2=C(N1CC1=CC=C(C=C1)C=1C(=CC=CC1)C(=O)O)C=C(C=C2)C=2CCC(NN2)=O (4'-[[2-Ethyl-6-(4,5-dihydro-2H-pyridazin-3-on-6-yl)-benzimidazol-1-yl]methyl]biphenyl-2-carboxylic acid). As a reaction SMILES: [CH2:1]([C:3]1[N:7]([CH2:8][C:9]2[CH:14]=[CH:13][C:12]([C:15]3[C:16]([C:21]([O:23]C)=[O:22])=[CH:17][CH:18]=[CH:19][CH:20]=3)=[CH:11][CH:10]=2)[C:6]2[CH:25]=[C:26]([C:29]3[CH2:30][CH2:31][C:32](=[O:35])[NH:33][N:34]=3)[CH:27]=[CH:28][C:5]=2[N:4]=1)[CH3:2].[OH-].[Na+]>C(O)C>[CH2:1]([C:3]1[N:7]([CH2:8][C:9]2[CH:14]=[CH:13][C:12]([C:15]3[C:16]([C:21]([OH:23])=[O:22])=[CH:17][CH:18]=[CH:19][CH:20]=3)=[CH:11][CH:10]=2)[C:6]2[CH:25]=[C:26]([C:29]3[CH2:30][CH2:31][C:32](=[O:35])[NH:33][N:34]=3)[CH:27]=[CH:28][C:5]=2[N:4]=1)[CH3:2] |f:1.2|. Procedure details: Prepared analogously to Example 64 from methyl 4'-[[2-ethyl-6-(4,5-dihydro-2H-pyridazin-3-on-6-yl)-benzimidazol-1-yl]methyl]biphenyl-2-carboxylate and sodium hydroxide solution in ethanol. RXN SMILES: [CH2:8]([Li:9])[CH2:10][CH2:11][CH3:12].[CH3:32][C:33]([CH3:34])([CH3:35])[C:38]([O:36][C:37]([c:39]1[cH:40][c:41]([C:53]([F:54])([F:55])[F:56])[n:42][n:43]1-[c:44]1[cH:45][c:46]([C:51]#[N:52])[c:47]([F:50])[cH:48][cH:49]1)=[O:57])=[O:58].[CH3:64][CH2:65][O:66][C:67](=[O:68])[CH3:69].[CH3:71][N:72]([P:73]([N:74]([CH3:75])[CH3:76])([N:77]([CH3:78])[CH3:79])=[O:80])[CH3:81].[CH:1]([NH:2][CH:3]([CH3:4])[CH3:5])([CH3:6])[CH3:7].[F:13][c:14]1[c:15]([CH2:27][C:28](=[O:29])[O:30][CH3:31])[cH:16][cH:17][c:18](-[n:20]2[c:21](=[O:26])[cH:22][cH:23][cH:24][cH:25]2)[cH:19]1.[O:59]1[CH2:60][CH2:61][CH2:62][CH2:63]1.[OH2:70]>>[F:13][c:14]1[c:15]([CH:27]([C:28](=[O:29])[O:30][CH3:31])[C:37](=[O:36])[c:39]2[cH:40][c:41]([C:53]([F:54])([F:55])[F:56])[n:42][n:43]2-[c:44]2[cH:45][c:46]([C:51]#[N:52])[c:47]([F:50])[cH:48][cH:49]2)[cH:16][cH:17][c:18](-[n:20]2[c:21](=[O:26])[cH:22][cH:23][cH:24][cH:25]2)[cH:19]1. Product: COC(=O)C(C(=O)c1cc(C(F)(F)F)nn1-c1ccc(F)c(C#N)c1)c1ccc(-n2ccccc2=O)cc1F. Starting materials: [Li]CCCC, CC(C)(C)C(=O)OC(=O)c1cc(C(F)(F)F)nn1-c1ccc(F)c(C#N)c1, CCOC(C)=O, CN(C)P(=O)(N(C)C)N(C)C, CC(C)NC(C)C, COC(=O)Cc1ccc(-n2ccccc2=O)cc1F, C1CCOC1, O. Starting materials: [N+](=O)([O-])CCC (nitropropane), ClC1=C(C=O)C=CC=C1 (2-chlorobenzaldehyde), [N+](=O)([O-])CCCCCC (nitrohexane), FC1=C(C=O)C=CC=C1 (2-fluorobenzaldehyde). The product is ClC1=C(C=CC=C1)CC(CCCCC)=O (1-(2-Chlorophenyl)-2-heptanone). The yield is 17.0%. RXN SMILES: [Cl:1][C:2]1[CH:9]=[CH:8][CH:7]=[CH:6][C:3]=1[CH:4]=O.[N+](CCCCCC)([O-])=O.F[C:20]1[CH:27]=[CH:26][CH:25]=C[C:21]=1[CH:22]=[O:23].[N+](CCC)([O-])=O>>[Cl:1][C:2]1[CH:9]=[CH:8][CH:7]=[CH:6][C:3]=1[CH2:4][C:22](=[O:23])[CH2:21][CH2:20][CH2:27][CH2:26][CH3:25]. Reported procedure: Following a procedure similar to that described in Preparation 9, except that equivalent amounts of 2-chlorobenzaldehyde and nitrohexane were used in place of the 2-fluorobenzaldehyde and nitropropane, the title compound was obtained as a pale yellow oil in a yield of 17%.